This data is from the Open Reaction Database (ORD), a public repository of structured organic reaction records. The task is: describe an organic reaction: reactants, conditions, products, and yield Reactants: CN1CCOCC1 (NMM), 1, ClC(=O)OCC(C)C (isobutyl chloroformate), C1OC2=C(C(=O)O)C=CC=C2O1 (2,3-methylenedioxybenzoic acid), NC1=NNC2=NC=NC(=C21)NC2=CC(=CC=C2)Cl (3-amino-4-(3-chloro-phenylamino)-1H-pyrazolo-[3,4-d]pyrimidine). Solvent: C1CCOC1 (THF), O (water). Reaction conditions: time 45 minute. Product: ClC=1C=C(C=CC1)NC1=C2C(=NC=N1)NN=C2NC(C2=C1C(=CC=C2)OCO1)=O (4-(3chloro-phenylamino)-3-(2,3-methylenedioxy-benzoylamino)-1H-pyrazolo[3,4-d]pyrimidine). Reaction SMILES: CN1CCOCC1.ClC(OCC(C)C)=O.[CH2:16]1[O:27][C:26]2[C:18](=[C:19]([CH:23]=[CH:24][CH:25]=2)[C:20]([OH:22])=O)[O:17]1.[NH2:28][C:29]1[C:37]2[C:32](=[N:33][CH:34]=[N:35][C:36]=2[NH:38][C:39]2[CH:44]=[CH:43][CH:42]=[C:41]([Cl:45])[CH:40]=2)[NH:31][N:30]=1>C1COCC1.O>[Cl:45][C:41]1[CH:40]=[C:39]([NH:38][C:36]2[N:35]=[CH:34][N:33]=[C:32]3[NH:31][N:30]=[C:29]([NH:28][C:20](=[O:22])[C:19]4[CH:23]=[CH:24][CH:25]=[C:26]5[O:27][CH2:16][O:17][C:18]=45)[C:37]=23)[CH:44]=[CH:43][CH:42]=1. Procedure details: Under a nitrogen atmosphere, 320 μl (2.9 mmol) of NMM and 210 1 (1.6 mmol) of isobutyl chloroformate are added at −20° C. to 250 mg (1.5 mmol) of 2,3-methylenedioxybenzoic acid [for preparation see: Chem. Ber. 104 (1971) 2347] in 3.2 ml of THF and then stirred for 45 min. 378 mg (1.45 mmol) of 3-amino-4-(3-chloro-phenylamino)-1H-pyrazolo-[3,4-d]pyrimidine (see Step 1.6) are then added and the reaction mixture is allowed to rise to RT and is stirred for 1 hour to complete the reaction. The reacti... Starting materials: CC(=O)OCCn1cnc2c(c(C)cn2Cc2ccc(C(=O)c3ccc(Cl)cc3)cc2)c1=O, COCCOC, CO. Yields the product Cc1cn(Cc2ccc(C(=O)c3ccc(Cl)cc3)cc2)c2ncn(CCO)c(=O)c12. RXN SMILES: [C:1](=[O:2])([CH3:3])[O:4][CH2:5][CH2:6][n:7]1[cH:8][n:9][c:10]2[c:11]([c:12]1=[O:13])[c:14]([CH3:33])[cH:15][n:16]2[CH2:17][c:18]1[cH:19][cH:20][c:21]([C:24]([c:25]2[cH:26][cH:27][c:28]([Cl:31])[cH:29][cH:30]2)=[O:32])[cH:22][cH:23]1.[CH3:34][O:35][CH2:36][CH2:37][O:38][CH3:39].[CH3:40][OH:41]>>[OH:4][CH2:5][CH2:6][n:7]1[cH:8][n:9][c:10]2[c:11]([c:12]1=[O:13])[c:14]([CH3:33])[cH:15][n:16]2[CH2:17][c:18]1[cH:19][cH:20][c:21]([C:24]([c:25]2[cH:26][cH:27][c:28]([Cl:31])[cH:29][cH:30]2)=[O:32])[cH:22][cH:23]1. The reactants are Cl.C(C1=CC=CC=C1)(C1=CC=CC=C1)[C@@H]1CNCC[C@@H]1OCC1=CC(=CC(=C1)C(F)(F)F)C(F)(F)F (cis-3-Benzhydryl-4-[[3,5-bis(trifluoromethyl)benzyl]oxy]piperidine hydrochloride), O (water), Cl.CN(CC(=O)O)C (N,N-dimethylglycine hydrochloride), CCN=C=NCCCN(C)C.Cl (WSC.HCl). Solvent: CN(C)C=O (DMF), CCN(CC)CC (Et3N). Run at time 24 hour. Yields the product C(C1=CC=CC=C1)(C1=CC=CC=C1)[C@@H]1CN(CC[C@@H]1OCC1=CC(=CC(=C1)C(F)(F)F)C(F)(F)F)C(CN(C)C)=O (cis-2-[3-Benzhydryl-4-[[3,5-bis(trifluoromethyl)benzyl]oxy]-1-piperidinyl]-N,N-dimethyl-2-oxoethanamine). As a reaction SMILES: Cl.[CH:2]([C@H:15]1[C@@H:20]([O:21][CH2:22][C:23]2[CH:28]=[C:27]([C:29]([F:32])([F:31])[F:30])[CH:26]=[C:25]([C:33]([F:36])([F:35])[F:34])[CH:24]=2)[CH2:19][CH2:18][NH:17][CH2:16]1)([C:9]1[CH:14]=[CH:13][CH:12]=[CH:11][CH:10]=1)[C:3]1[CH:8]=[CH:7][CH:6]=[CH:5][CH:4]=1.Cl.[CH3:38][N:39]([CH3:44])[CH2:40][C:41](O)=[O:42].CCN=C=NCCCN(C)C.Cl.O>CN(C=O)C.CCN(CC)CC>[CH:2]([C@H:15]1[C@@H:20]([O:21][CH2:22][C:23]2[CH:28]=[C:27]([C:29]([F:30])([F:31])[F:32])[CH:26]=[C:25]([C:33]([F:36])([F:34])[F:35])[CH:24]=2)[CH2:19][CH2:18][N:17]([C:41](=[O:42])[CH2:40][N:39]([CH3:44])[CH3:38])[CH2:16]1)([C:9]1[CH:14]=[CH:13][CH:12]=[CH:11][CH:10]=1)[C:3]1[CH:4]=[CH:5][CH:6]=[CH:7][CH:8]=1 |f:0.1,2.3,4.5|. Procedure details: To a solution of the compound (31.8 mg) obtained in Example 25 in DMF (2.0 ml), Et3N (25.1 μl ) was added, N,N-dimethylglycine hydrochloride (16.7 mg) and WSC.HCl (23 mg) were added thereto and the reaction mixture was stirred at room temperature for 24 hours. The reaction mixture was poured into water, and then the product was extracted with ethyl acetate. The organic layer was washed with an aqueous 10% citric acid solution and saturated brine, and dried, and the solvent was evaporated under r... Starting materials: CCC(C)C(CN(C(=O)C1CC1c1ccc(F)cn1)c1ccc(O)cc1)NC(=O)OC(C)(C)C, BrCC1CCC1, [K+], [K+], O=C([O-])[O-], CN(C)C=O. Product: CCC(C)C(CN(C(=O)C1CC1c1ccc(F)cn1)c1ccc(OCC2CCC2)cc1)NC(=O)OC(C)(C)C. Reaction SMILES: [C:1]([CH3:2])([CH3:3])([CH3:4])[O:5][C:6]([NH:7][CH:8]([CH:9]([CH2:10][CH3:11])[CH3:12])[CH2:13][N:14]([c:15]1[cH:16][cH:17][c:18]([OH:21])[cH:19][cH:20]1)[C:22](=[O:23])[CH:24]1[CH:25]([c:27]2[n:28][cH:29][c:30]([F:33])[cH:31][cH:32]2)[CH2:26]1)=[O:34].[CH:41]1([CH2:45][Br:46])[CH2:42][CH2:43][CH2:44]1.[K+:35].[K+:36].[O-:37][C:38]([O-:39])=[O:40].[O:47]=[CH:48][N:49]([CH3:50])[CH3:51]>>[C:1]([CH3:2])([CH3:3])([CH3:4])[O:5][C:6]([NH:7][CH:8]([CH:9]([CH2:10][CH3:11])[CH3:12])[CH2:13][N:14]([c:15]1[cH:16][cH:17][c:18]([O:21][CH2:45][CH:41]2[CH2:42][CH2:43][CH2:44]2)[cH:19][cH:20]1)[C:22](=[O:23])[CH:24]1[CH:25]([c:27]2[n:28][cH:29][c:30]([F:33])[cH:31][cH:32]2)[CH2:26]1)=[O:34]. The reactants are C(C)OC(C(C(C(F)(F)F)=O)=COCC)=O (2-[1-ethoxymethylidene]-4,4,4-trifluoro-3-oxo-butyric acid ethyl ester), CSC(C=CN1CCCC1)C (1-(3-methylthiobut-1-enyl)pyrrolidine), C(C)(=O)[O-].[NH4+] (Ammonium acetate). The solvent is C(C)#N (acetonitrile). Run at time 1 hour. Yields the product C(C)OC(C1=C(N=CC(=C1)C(C)SC)C(F)(F)F)=O (5-(1-Methylthioethyl)-2-trifluoromethyl-nicotinic acid ethyl ester). Isolated yield 29.3%. RXN SMILES: [CH3:1][S:2][CH:3]([CH3:11])[CH:4]=[CH:5][N:6]1CCCC1.[CH2:12]([O:14][C:15](=[O:27])[C:16](=[CH:23]OCC)[C:17](=O)[C:18]([F:21])([F:20])[F:19])[CH3:13].C([O-])(=O)C.[NH4+]>C(#N)C>[CH2:12]([O:14][C:15](=[O:27])[C:16]1[CH:23]=[C:4]([CH:3]([S:2][CH3:1])[CH3:11])[CH:5]=[N:6][C:17]=1[C:18]([F:19])([F:20])[F:21])[CH3:13] |f:2.3|. Procedure details: To a dry 50 mL round bottom flask equipped with magnetic stirrer, nitrogen inlet, addition funnel, and thermometer, was charged the 1-(3-methylthiobut-1-enyl)pyrrolidine (5.0 g, 0.0291 mol) and 100 mL of dry acetonitrile. The 2-[1-ethoxymethylidene]-4,4,4-trifluoro-3-oxo-butyric acid ethyl ester (7.0 g, 0.0291 mol) was added dropwise, and the reaction was stirred at room temperature for 1 hour. An aliquot was analyzed by gas chromatography (GC) which indicated that no starting material remained ... Starting materials: CON=C(C(=O)OC)C1=CC(=CC=C1)C (m-methylphenylglyoxylic acid methyl ester O-methyl oxime), BrN1C(CCC1=O)=O (N-bromosuccinimide). Solvent: C(Cl)Cl (CH2Cl2). Procedure details: 15 g (72.4 mmol) of m-methylphenylglyoxylic acid methyl ester O-methyl oxime, 13.5 g (75.8 mmol) of N-bromosuccinimide and 0.1 g (0.6 mmol) of azobisisobutyrodinitrile in 150 ml of CH2Cl2 are exposed for 4 hours to a 300 watt UV lamp, the reaction mixture being refluxed. Thereafter, the organic phase is extracted with water, dried over MgSO4 and evaporated down. Reaction SMILES: [CH3:1][O:2][N:3]=[C:4]([C:9]1[CH:14]=[CH:13][CH:12]=[C:11]([CH3:15])[CH:10]=1)[C:5]([O:7][CH3:8])=[O:6].[Br:16]N1C(=O)CCC1=O>C(Cl)Cl>[CH3:1][O:2][N:3]=[C:4]([C:9]1[CH2:10][C:11](=[CH:15][Br:16])[CH:12]=[CH:13][CH:14]=1)[C:5]([O:7][CH3:8])=[O:6]. The product is CON=C(C(=O)OC)C=1CC(C=CC1)=CBr (m-Bromomethylenephenylglyoxylic acid methyl ester O-methyl oxime). Starting materials: CO, Cn1cc(C2=C(c3c4n(c5ccccc35)CCC(CCN=[N+]=[N-])C4)C(=O)NC2=O)c2ccccc21. The product is Cn1cc(C2=C(c3c4n(c5ccccc35)CCC(CCN)C4)C(=O)NC2=O)c2ccccc21. Reaction SMILES: [CH3:36][OH:37].[N:1](=[N+:2]=[N-:3])[CH2:4][CH2:5][CH:6]1[CH2:7][c:8]2[n:9]([c:10]3[cH:11][cH:12][cH:13][cH:14][c:15]3[c:16]2[C:17]2=[C:21]([c:22]3[cH:23][n:24]([CH3:31])[c:25]4[cH:26][cH:27][cH:28][cH:29][c:30]34)[C:20](=[O:32])[NH:19][C:18]2=[O:33])[CH2:34][CH2:35]1>>[NH2:1][CH2:4][CH2:5][CH:6]1[CH2:7][c:8]2[n:9]([c:10]3[cH:11][cH:12][cH:13][cH:14][c:15]3[c:16]2[C:17]2=[C:21]([c:22]3[cH:23][n:24]([CH3:31])[c:25]4[cH:26][cH:27][cH:28][cH:29][c:30]34)[C:20](=[O:32])[NH:19][C:18]2=[O:33])[CH2:34][CH2:35]1. The reactants are O1COC2=C1C=CC=C2N2N=C(C(C=C2)=O)C(\C=C\N(C)C)=O (1-Benzo[1,3]dioxol-4-yl-3-((E)-3-dimethylamino-acryloyl)-1H-pyridazin-4-one), FC=1C=C(C=CC1)NN (3-fluoro-phenylhydrazine). The product is O1COC2=C1C=CC=C2N2N=C(C(C=C2)=O)C=2N(N=CC2)C2=CC(=CC=C2)F (1-Benzo[1,3]dioxol-4-yl-3-[2-(3-fluoro-phenyl)-2H-pyrazol-3-yl]-1H-pyridazin-4-one). As a reaction SMILES: [O:1]1[C:5]2[CH:6]=[CH:7][CH:8]=[C:9]([N:10]3[CH:15]=[CH:14][C:13](=[O:16])[C:12]([C:17](=O)/[CH:18]=[CH:19]/[N:20](C)C)=[N:11]3)[C:4]=2[O:3][CH2:2]1.[F:24][C:25]1[CH:26]=[C:27]([NH:31]N)[CH:28]=[CH:29][CH:30]=1>>[O:1]1[C:5]2[CH:6]=[CH:7][CH:8]=[C:9]([N:10]3[CH:15]=[CH:14][C:13](=[O:16])[C:12]([C:17]4[N:31]([C:27]5[CH:28]=[CH:29][CH:30]=[C:25]([F:24])[CH:26]=5)[N:20]=[CH:19][CH:18]=4)=[N:11]3)[C:4]=2[O:3][CH2:2]1. Procedure details: The product was obtained starting from 1-Benzo[1,3]dioxol-4-yl-3-((E)-3-dimethylamino-acryloyl)-1H-pyridazin-4-one (A-14) and 3-fluoro-phenylhydrazine according to the method described for example 91. MS: M=377.2 (M+H)+